Dataset: the Open Reaction Database (ORD), a public repository of structured organic reaction records. Task: describe an organic reaction: reactants, conditions, products, and yield Reactants: C(C)OC(CC(=O)N(C=1C(=NC=C(C1)CC1=CC=C(C=C1)F)C(=O)OCC)CCN(C(=O)OCC1=CC=CC=C1)C)=O (ethyl 3-{[3-(ethyloxy)-3-oxopropanoyl][2-(methyl {[(phenylmethyl)oxy]carbonyl}amino)ethyl]amino}-5-[(4-fluorophenyl)methyl]-2-pyridinecarboxylate), C1CCC2=NCCCN2CC1 (DBU), OS(=O)(=O)[O-].[Na+] (NaHSO4). Run in O (water), CCO (EtOH). Reaction conditions: time 5 minute. The product is FC1=CC=C(C=C1)CC1=CN=C2C(=C(C(N(C2=C1)CCN(C(=O)OCC1=CC=CC=C1)C)=O)C(=O)OCC)O (ethyl 7-[(4-fluorophenyl)methyl]-4-hydroxy-1-[2-(methyl{[(phenylmethyl)oxy]carbonyl}amino)ethyl]-2-oxo-1,2-dihydro-1,5-naphthyridine-3-carboxylate). RXN SMILES: [CH2:1]([O:3][C:4](=[O:42])[CH2:5][C:6]([N:8]([CH2:28][CH2:29][N:30]([CH3:41])[C:31]([O:33][CH2:34][C:35]1[CH:40]=[CH:39][CH:38]=[CH:37][CH:36]=1)=[O:32])[C:9]1[C:10]([C:23]([O:25]CC)=O)=[N:11][CH:12]=[C:13]([CH2:15][C:16]2[CH:21]=[CH:20][C:19]([F:22])=[CH:18][CH:17]=2)[CH:14]=1)=[O:7])[CH3:2].C1CCN2C(=NCCC2)CC1.OS([O-])(=O)=O.[Na+]>CCO.O>[F:22][C:19]1[CH:18]=[CH:17][C:16]([CH2:15][C:13]2[CH:14]=[C:9]3[C:10]([C:23]([OH:25])=[C:5]([C:4]([O:3][CH2:1][CH3:2])=[O:42])[C:6](=[O:7])[N:8]3[CH2:28][CH2:29][N:30]([CH3:41])[C:31]([O:33][CH2:34][C:35]3[CH:36]=[CH:37][CH:38]=[CH:39][CH:40]=3)=[O:32])=[N:11][CH:12]=2)=[CH:21][CH:20]=1 |f:2.3|. Procedure: A solution of ethyl 3-{[3-(ethyloxy)-3-oxopropanoyl][2-(methyl {[(phenylmethyl)oxy]carbonyl}amino)ethyl]amino}-5-[(4-fluorophenyl)methyl]-2-pyridinecarboxylate (1.32 g, 2.3 mmol) in EtOH (25 mL) under nitrogen was treated with DBU (0.54 mL, 3.55 mmol). After stirring at ambient temperature for 5 min., the reaction mixture was treated with 1N NaHSO4 (3.6 mL). The resulting slurry was diluted with water, filtered, the filtered solid was washed with 1:1 water:EtOH, and Et2O and thoroughly dried und... Reactants: ClC1=C(C(=O)Cl)C=CC(=C1)F (2-chloro-4-fluoro-benzoyl chloride), C(C)N1CCC(CC1)OC=1C=C(C=CC1)N (3-(1-ethyl-piperidin-4-yloxy)-phenylamine). The product is Cl.ClC1=C(C(=O)NC2=CC(=CC=C2)OC2CCN(CC2)CC)C=CC(=C1)F (2-Chloro-N-[3-(1-ethyl-piperidin-4-yloxy)-phenyl]-4-fluoro-benzamide hydrochloride), base. Isolated yield 91.0%. RXN SMILES: [Cl:1][C:2]1[CH:10]=[C:9]([F:11])[CH:8]=[CH:7][C:3]=1[C:4](Cl)=[O:5].[CH2:12]([N:14]1[CH2:19][CH2:18][CH:17]([O:20][C:21]2[CH:22]=[C:23]([NH2:27])[CH:24]=[CH:25][CH:26]=2)[CH2:16][CH2:15]1)[CH3:13]>>[ClH:1].[Cl:1][C:2]1[CH:10]=[C:9]([F:11])[CH:8]=[CH:7][C:3]=1[C:4]([NH:27][C:23]1[CH:24]=[CH:25][CH:26]=[C:21]([O:20][CH:17]2[CH2:18][CH2:19][N:14]([CH2:12][CH3:13])[CH2:15][CH2:16]2)[CH:22]=1)=[O:5] |f:2.3|. Reported procedure: Using a method similar to Example 5, using 2-chloro-4-fluoro-benzoyl chloride (0.054 mL, 0.420 mmol) and 3-(1-ethyl-piperidin-4-yloxy)-phenylamine (preparation 29) gives the title compound as the free base (131 mg, 91%). Following a method similar to Example 2 gives the title compound as the hydrochloride salt (130 mg, white solid). Mp: 91° C.; mass spectrum (free base, ion spray): m/z=377.2 (M+1); 1H NMR (free base, CDCl3): 8.14 (bs, N—H), 7.68 (dd, J=6.1 Hz, 8.7 Hz, 1H), 7.40 (bs, 1H), 7.21 (t...